Dataset: the Open Reaction Database (ORD), a public repository of structured organic reaction records. Task: describe an organic reaction: reactants, conditions, products, and yield The reactants are FC1=C(N)C=CC(=C1)OC (2-fluoro-4-methoxyaniline), ClC(=O)OC(Cl)(Cl)Cl (trichloromethyl chloroformate). The solvent is C1(=CC=CC=C1)C (toluene), C1(=CC=CC=C1)C (toluene). Yields the product FC1=C(C=CC(=C1)OC)N=C=O (2-fluoro-4-methoxyphenyl isocyanate). Reaction SMILES: [F:1][C:2]1[CH:8]=[C:7]([O:9][CH3:10])[CH:6]=[CH:5][C:3]=1[NH2:4].Cl[C:12](OC(Cl)(Cl)Cl)=[O:13]>C1(C)C=CC=CC=1>[F:1][C:2]1[CH:8]=[C:7]([O:9][CH3:10])[CH:6]=[CH:5][C:3]=1[N:4]=[C:12]=[O:13]. Reported procedure: To a solution of 13.75 g (0.0967 mole) of 2-fluoro-4-methoxyaniline in 120 mL of toluene was slowly added over a period of 30 minutes a solution of 19.13 g (0.0967 mole) of trichloromethyl chloroformate in 30 mL of toluene. During the addition the temperature rose to 35° C. The reaction mixture was stirred without external heating for 30 minutes and then heated at reflux for approximately 17 hours. At the end of this time all of the solvent was removed by distillation, leaving 2-fluoro-4-methoxy... Starting materials: FC(C(=O)OC(C(F)(F)F)=O)(F)F (trifluoroacetic anhydride), O (H2O), C(C)OC(CC[C@H](NC(=O)OCC1=CC=CC=C1)C(N)=O)=O (Cbz-isoglutamine ethyl ester), N1=CC=CC=C1 (pyridine). Reagents/catalysts: CC(=O)[O-].CC(=O)[O-].[Cu+2] (Cu(OAc)2). Solvent: C1CCOC1 (THF), C1CCOC1 (THF). Product: C(C)OC(CCC(NC(=O)OCC1=CC=CC=C1)C#N)=O (N-Carbobenzyloxy-γ-cyano-γ-aminobutyric Acid Ethyl Ester). Reaction SMILES: [CH2:1]([O:3][C:4](=[O:22])[CH2:5][CH2:6][C@@H:7]([C:19](=O)[NH2:20])[NH:8][C:9]([O:11][CH2:12][C:13]1[CH:18]=[CH:17][CH:16]=[CH:15][CH:14]=1)=[O:10])[CH3:2].N1C=CC=CC=1.FC(F)(F)C(OC(=O)C(F)(F)F)=O.O>C1COCC1.CC([O-])=O.CC([O-])=O.[Cu+2]>[CH2:1]([O:3][C:4](=[O:22])[CH2:5][CH2:6][CH:7]([C:19]#[N:20])[NH:8][C:9]([O:11][CH2:12][C:13]1[CH:14]=[CH:15][CH:16]=[CH:17][CH:18]=1)=[O:10])[CH3:2] |f:5.6.7|. Reported procedure: To a stirred suspension of Cbz-isoglutamine ethyl ester (15.42 g, 50 mmol) and pyridine (8.48 mL, 105 mmol) in 360 mL of anhydrous THF at 0° C. was added dropwise a solution of trifluoroacetic anhydride (7.77 mL, 55 mmol) in 40 mL of THF, at such a rate to maintain a temperature of 0°-5° C. for 1-2 hours or until reaction was complete as evidenced by TLC (5% H2O/94% CH3CN/1% HOAc; Cu(OAc)2 stain.